From a dataset of the Open Reaction Database (ORD), a public repository of structured organic reaction records. describe an organic reaction: reactants, conditions, products, and yield The reactants are O1C(=CC=C1)C=1OC(=C(N1)COC1=CC=C(CC=2OC(=C(N2)C2=CC=CC=C2)CCC(=O)OC)C=C1)C (methyl 3-[2-[4-[2-(2-furyl)-5-methyl-4-oxazolylmethoxy]benzyl]-4-phenyl-5-oxazolyl]propionate), O.[OH-].[Li+] (lithium hydroxide hydrate), O1CCCC1 (tetrahydrofuran), Cl (Hydrochloric acid). Solvent: CO (methanol), O (water). Reaction conditions: time 1 hour. Yields the product O1C(=CC=C1)C=1OC(=C(N1)COC1=CC=C(CC=2OC(=C(N2)C2=CC=CC=C2)CCC(=O)O)C=C1)C (3-[2-[4-[2-(2-furyl)-5-methyl-4-oxazolylmethoxy]benzyl]-4-phenyl-5-oxazolyl]propionic acid). Yield: 89.8%. Reaction SMILES: [O:1]1[CH:5]=[CH:4][CH:3]=[C:2]1[C:6]1[O:7][C:8]([CH3:37])=[C:9]([CH2:11][O:12][C:13]2[CH:36]=[CH:35][C:16]([CH2:17][C:18]3[O:19][C:20]([CH2:29][CH2:30][C:31]([O:33]C)=[O:32])=[C:21]([C:23]4[CH:28]=[CH:27][CH:26]=[CH:25][CH:24]=4)[N:22]=3)=[CH:15][CH:14]=2)[N:10]=1.O.[OH-].[Li+].O1CCCC1.Cl>CO.O>[O:1]1[CH:5]=[CH:4][CH:3]=[C:2]1[C:6]1[O:7][C:8]([CH3:37])=[C:9]([CH2:11][O:12][C:13]2[CH:36]=[CH:35][C:16]([CH2:17][C:18]3[O:19][C:20]([CH2:29][CH2:30][C:31]([OH:33])=[O:32])=[C:21]([C:23]4[CH:28]=[CH:27][CH:26]=[CH:25][CH:24]=4)[N:22]=3)=[CH:15][CH:14]=2)[N:10]=1 |f:1.2.3|. Reported procedure: A mixture of methyl 3-[2-[4-[2-(2-furyl)-5-methyl-4-oxazolylmethoxy]benzyl]-4-phenyl-5-oxazolyl]propionate (1.01 g), lithium hydroxide hydrate (255 mg), tetrahydrofuran (6 ml), water (4 ml) and methanol (4 ml) was stirred at room temperature for 1 hr. 1N Hydrochloric acid (6.1 ml) was added to the reaction mixture and the mixture was extracted with ethyl acetate. The ethyl acetate layer was washed with saturated brine, dried (MgSO4) and concentrated to give 3-[2-[4-[2-(2-furyl)-5-methyl-4-oxazol... Reactants: CS(C)=O, CCN(C(C)C)C(C)C, Fc1ccc(-c2csc(C3CCNCC3)n2)cc1, O, O=C(Nc1cccnn1)OCC(Cl)(Cl)Cl. Product: O=C(Nc1cccnn1)N1CCC(c2nc(-c3ccc(F)cc3)cs2)CC1. As a reaction SMILES: [CH3:44][S:45]([CH3:46])=[O:47].[CH:34]([N:35]([CH:36]([CH3:37])[CH3:38])[CH2:39][CH3:40])([CH3:41])[CH3:42].[F:16][c:17]1[cH:18][cH:19][c:20](-[c:23]2[n:24][c:25]([CH:28]3[CH2:29][CH2:30][NH:31][CH2:32][CH2:33]3)[s:26][cH:27]2)[cH:21][cH:22]1.[OH2:43].[n:1]1[n:2][c:3]([NH:7][C:8]([O:9][CH2:10][C:11]([Cl:12])([Cl:13])[Cl:14])=[O:15])[cH:4][cH:5][cH:6]1>>[n:1]1[n:2][c:3]([NH:7][C:8](=[O:15])[N:31]2[CH2:30][CH2:29][CH:28]([c:25]3[n:24][c:23](-[c:20]4[cH:19][cH:18][c:17]([F:16])[cH:22][cH:21]4)[cH:27][s:26]3)[CH2:33][CH2:32]2)[cH:4][cH:5][cH:6]1. Starting materials: [Br-], CCOCCBr, CCCC[N+](CCCC)(CCCC)CCCC, COc1ccc(-c2nc(-c3ccc[nH]3)sc2-c2ccc(OC)cc2)cc1, [Na+], [OH-], O, c1ccccc1. Yields the product CCOCCn1cccc1-c1nc(-c2ccc(OC)cc2)c(-c2ccc(OC)cc2)s1. Reaction SMILES: [Br-:35].[CH2:1]([CH3:2])[O:3][CH2:4][CH2:5][Br:6].[CH2:36]([N+:37]([CH2:38][CH2:39][CH2:40][CH3:41])([CH2:42][CH2:43][CH2:44][CH3:45])[CH2:46][CH2:47][CH2:48][CH3:49])[CH2:50][CH2:51][CH3:52].[CH3:9][O:10][c:11]1[cH:12][cH:13][c:14](-[c:17]2[n:18][c:19](-[c:30]3[nH:31][cH:32][cH:33][cH:34]3)[s:20][c:21]2-[c:22]2[cH:23][cH:24][c:25]([O:28][CH3:29])[cH:26][cH:27]2)[cH:15][cH:16]1.[Na+:8].[OH-:7].[OH2:59].[cH:53]1[cH:54][cH:55][cH:56][cH:57][cH:58]1>>[CH2:1]([CH3:2])[O:3][CH2:4][CH2:5][n:31]1[c:30](-[c:19]2[n:18][c:17](-[c:14]3[cH:13][cH:12][c:11]([O:10][CH3:9])[cH:16][cH:15]3)[c:21](-[c:22]3[cH:23][cH:24][c:25]([O:28][CH3:29])[cH:26][cH:27]3)[s:20]2)[cH:34][cH:33][cH:32]1. Reactants: CC(=O)OCC1OC(N)C(OC(C)=O)C(OC(C)=O)C1OC(C)=O, O=C(Cl)CCCCCCNC(=O)OCc1ccccc1, ClCCl, CN(C)c1ccncc1. The product is CC(=O)OCC1OC(NC(=O)CCCCCCNC(=O)OCc2ccccc2)C(OC(C)=O)C(OC(C)=O)C1OC(C)=O. RXN SMILES: [C:1]([CH3:2])(=[O:3])[O:4][CH:5]1[CH:6]([NH2:24])[O:7][CH:8]([CH2:19][O:20][C:21]([CH3:22])=[O:23])[CH:9]([O:15][C:16]([CH3:17])=[O:18])[CH:10]1[O:11][C:12]([CH3:13])=[O:14].[CH2:25]([c:26]1[cH:27][cH:28][cH:29][cH:30][cH:31]1)[O:32][C:33](=[O:34])[NH:35][CH2:36][CH2:37][CH2:38][CH2:39][CH2:40][CH2:41][C:42](=[O:43])[Cl:44].[CH2:54]([Cl:55])[Cl:56].[CH3:45][N:46]([CH3:47])[c:48]1[cH:49][cH:50][n:51][cH:52][cH:53]1>>[C:1]([CH3:2])(=[O:3])[O:4][CH:5]1[CH:6]([NH:24][C:42]([CH2:41][CH2:40][CH2:39][CH2:38][CH2:37][CH2:36][NH:35][C:33]([O:32][CH2:25][c:26]2[cH:27][cH:28][cH:29][cH:30][cH:31]2)=[O:34])=[O:43])[O:7][CH:8]([CH2:19][O:20][C:21]([CH3:22])=[O:23])[CH:9]([O:15][C:16]([CH3:17])=[O:18])[CH:10]1[O:11][C:12]([CH3:13])=[O:14]. Reactants: [OH-].[Na+] (sodium hydroxide), FC(NC(=O)N(O)C1=CC=C(C=C1)F)(F)F (1-Trifluoromethyl-3-(4'-fluorophenyl)-3-hydroxyurea), ClC(=O)OCC (Ethyl chloroformate). Solvent: O1CCOCC1 (dioxane). Yields the product FC1=CC=C(C=C1)N1OC(N(C1=O)C(F)(F)F)=O (2-(4'-fluorophenyl)-4-trifluoromethyl-1,2,4-oxadiazolidine-3,5-dione). Reaction SMILES: [F:1][C:2]([F:16])([F:15])[NH:3][C:4]([N:6]([C:8]1[CH:13]=[CH:12][C:11]([F:14])=[CH:10][CH:9]=1)[OH:7])=[O:5].[OH-].[Na+].Cl[C:20](OCC)=[O:21]>O1CCOCC1>[F:14][C:11]1[CH:12]=[CH:13][C:8]([N:6]2[C:4](=[O:5])[N:3]([C:2]([F:15])([F:1])[F:16])[C:20](=[O:21])[O:7]2)=[CH:9][CH:10]=1 |f:1.2|. Reported procedure: 1-Trifluoromethyl-3-(4'-fluorophenyl)-3-hydroxyurea (11.9 grams; 0.05 mol) is dissolved in dioxane (80 ml) and mixed with 2N aqueous sodium hydroxide (30 ml). Ethyl chloroformate (5.7 ml; 0.06 mol) is then added dropwise to the mixture at 10° to 15°C, with stirring, resulting in the formation of a precipitate. The precipitate is recovered by filtration, washed with water and dried to yield 2-(4'-fluorophenyl)-4-trifluoromethyl-1,2,4-oxadiazolidine-3,5-dione. Product: C(C)(C)(C)OC([C@H]1N(CCC1)C[C@H]([C@H](CC1=CC=CC=C1)NC([C@@H](NC(=O)C=1NC2=CC=CC=C2C1)CC(N)=O)=O)O)=O (N-[3(S)-[[N-(2-indolylcarbonyl)-L-asparaginyl]amino]-2(R)-hydroxy-4-phenylbutyl]-L-proline tert.butyl ester). Yield: 42.1%. RXN SMILES: [C:1]([O:5][C:6](=[O:32])[C@@H:7]1[CH2:11][CH2:10][CH2:9][N:8]1[CH2:12][C@@H:13]([OH:31])[C@@H:14]([NH:22][C:23](=[O:30])[C@H:24]([CH2:26][C:27](=[O:29])[NH2:28])[NH2:25])[CH2:15][C:16]1[CH:21]=[CH:20][CH:19]=[CH:18][CH:17]=1)([CH3:4])([CH3:3])[CH3:2].[NH:33]1[C:41]2[C:36](=[CH:37][CH:38]=[CH:39][CH:40]=2)[CH:35]=[C:34]1[C:42](O)=[O:43]>>[C:1]([O:5][C:6](=[O:32])[C@@H:7]1[CH2:11][CH2:10][CH2:9][N:8]1[CH2:12][C@@H:13]([OH:31])[C@@H:14]([NH:22][C:23](=[O:30])[C@H:24]([CH2:26][C:27](=[O:29])[NH2:28])[NH:25][C:42]([C:34]1[NH:33][C:41]2[C:36]([CH:35]=1)=[CH:37][CH:38]=[CH:39][CH:40]=2)=[O:43])[CH2:15][C:16]1[CH:17]=[CH:18][CH:19]=[CH:20][CH:21]=1)([CH3:4])([CH3:2])[CH3:3]. Reported procedure: In a manner analogous to that described in Example 27, from 27 mg of N-[3(S)-[[L-asparaginyl]amino]-2(R)-hydroxy-4-phenylbutyl]-L-proline tert.butyl ester and 11.3 mg of 2-indolecarboxylic acid there were obtained 15 mg of N-[3(S)-[[N-(2-indolylcarbonyl)-L-asparaginyl]amino]-2(R)-hydroxy-4-phenylbutyl]-L-proline tert.butyl ester; MS: m/e 592 [M+H]+. Reactants: C(C)(C)(C)OC([C@H]1N(CCC1)C[C@H]([C@H](CC1=CC=CC=C1)NC([C@@H](N)CC(N)=O)=O)O)=O (N-[3(S)-[[L-asparaginyl]amino]-2(R)-hydroxy-4-phenylbutyl]-L-proline tert.butyl ester), N1C(=CC2=CC=CC=C12)C(=O)O (2-indolecarboxylic acid).